describe an organic reaction: reactants, conditions, products, and yield From a dataset of the Open Reaction Database (ORD), a public repository of structured organic reaction records. Starting materials: CCCc1ccc(-c2ncc(C#N)c(O)n2)cc1, CCOC=C(C#N)C(=O)OCC, CCCc1ccc(C(=N)N)cc1, CCO, Cl, [Na+], [OH-], O=P(Cl)(Cl)Cl. Yields the product CCCc1ccc(-c2ncc(C#N)c(Cl)n2)cc1. Reaction SMILES: [C:28](#[N:29])[c:30]1[c:31]([OH:45])[n:32][c:33](-[c:36]2[cH:37][cH:38][c:39]([CH2:42][CH2:43][CH3:44])[cH:40][cH:41]2)[n:34][cH:35]1.[CH2:14]([O:15][C:16](=[O:17])[C:18](=[CH:19][O:20][CH2:21][CH3:22])[C:23]#[N:24])[CH3:25].[CH2:2]([c:3]1[cH:4][cH:5][c:6]([C:7]([NH2:8])=[NH:9])[cH:10][cH:11]1)[CH2:12][CH3:13].[CH3:51][CH2:52][OH:53].[ClH:1].[Na+:27].[OH-:26].[P:46]([Cl:47])([Cl:48])([Cl:49])=[O:50]>>[C:28](#[N:29])[c:30]1[c:31]([Cl:48])[n:32][c:33](-[c:36]2[cH:37][cH:38][c:39]([CH2:42][CH2:43][CH3:44])[cH:40][cH:41]2)[n:34][cH:35]1. The reactants are COCCO, CCN(C(C)C)C(C)C, Nc1nc(OS(=O)(=O)c2ccc([N+](=O)[O-])cc2)c2c(n1)C1CCCCC1CC2, CC(C)(C)OC(=O)N1CCNCC1. The product is CC(C)(C)OC(=O)N1CCN(c2nc(N)nc3c2CCC2CCCCC32)CC1. Reaction SMILES: [CH3:51][O:52][CH2:53][CH2:54][OH:55].[CH:42]([N:43]([CH2:44][CH3:45])[CH:46]([CH3:47])[CH3:48])([CH3:49])[CH3:50].[N+:1]([c:2]1[cH:3][cH:4][c:5]([S:6]([O:7][c:14]2[n:15][c:16]([NH2:28])[n:17][c:18]3[c:23]2[CH2:22][CH2:21][CH:20]2[CH:19]3[CH2:27][CH2:26][CH2:25][CH2:24]2)(=[O:8])=[O:9])[cH:10][cH:11]1)([O-:12])=[O:13].[N:29]1([C:35](=[O:36])[O:37][C:38]([CH3:39])([CH3:40])[CH3:41])[CH2:30][CH2:31][NH:32][CH2:33][CH2:34]1>>[c:14]1([N:32]2[CH2:31][CH2:30][N:29]([C:35](=[O:36])[O:37][C:38]([CH3:39])([CH3:40])[CH3:41])[CH2:34][CH2:33]2)[n:15][c:16]([NH2:28])[n:17][c:18]2[c:23]1[CH2:22][CH2:21][CH:20]1[CH:19]2[CH2:27][CH2:26][CH2:25][CH2:24]1. Reactants: O1CCN(CC1)CC1=CC=C(C=C1)C(=O)N=C=S (4-(morpholinomethyl)-1-benzenecarbonyl isothiocyanate), S(=O)(Cl)Cl (thionyl chloride), O1CCN(CC1)CC1=CC=C(C=C1)C(=O)Cl (4-(morpholinomethyl)-1-benzenecarbonyl chloride), COC=1C=C2C(=CC=NC2=CC1OC)OC1=CC=C(N)C=C1 (4-[(6,7-Dimethoxy-4-quinolyl)oxy]aniline). Run in C(C)O (ethanol), C1(=CC=CC=C1)C (Toluene), C(C)O (ethanol), C1(=CC=CC=C1)C (toluene). Run at temperature 100 celsius, time 2 hour. Yields the product COC=1C=C2C(=CC=NC2=CC1OC)OC1=CC=C(C=C1)NC(=S)NC(C1=CC=C(C=C1)CN1CCOCC1)=O (N-{4-[(6,7-Dimethoxy-4-quinolyl)oxy]phenyl}-N′-[4-(morpholinomethyl)benzoyl]thiourea). Isolated yield 78.0%. RXN SMILES: S(Cl)(Cl)=O.O1CCN(CC2C=CC(C(Cl)=O)=CC=2)CC1.[CH3:21][O:22][C:23]1[CH:24]=[C:25]2[C:30](=[CH:31][C:32]=1[O:33][CH3:34])[N:29]=[CH:28][CH:27]=[C:26]2[O:35][C:36]1[CH:42]=[CH:41][C:39]([NH2:40])=[CH:38][CH:37]=1.[O:43]1[CH2:48][CH2:47][N:46]([CH2:49][C:50]2[CH:55]=[CH:54][C:53]([C:56]([N:58]=[C:59]=[S:60])=[O:57])=[CH:52][CH:51]=2)[CH2:45][CH2:44]1>C1(C)C=CC=CC=1.C(O)C>[CH3:21][O:22][C:23]1[CH:24]=[C:25]2[C:30](=[CH:31][C:32]=1[O:33][CH3:34])[N:29]=[CH:28][CH:27]=[C:26]2[O:35][C:36]1[CH:42]=[CH:41][C:39]([NH:40][C:59]([NH:58][C:56](=[O:57])[C:53]2[CH:52]=[CH:51][C:50]([CH2:49][N:46]3[CH2:45][CH2:44][O:43][CH2:48][CH2:47]3)=[CH:55][CH:54]=2)=[S:60])=[CH:38][CH:37]=1. Procedure: Commercially available 4-bromomethylbenzoic acid (300 mg) was dissolved in acetonitrile (10 ml). Potassium carbonate (30 mg) and morpholine (130 μl) were added to the solution, and the mixture was stirred at room temperature for one hr. The reaction layer was subjected to separation with chloroform and a saturated aqueous sodium hydrogencarbonate solution. The organic layer was then concentrated to give methyl 4-(morpholinomethyl)benzoate. Methanol (1 ml), water (150 μl), and potassium hydroxide... The reactants are ClC1=CC=C(C=C1)I (1-chloro-4-iodo-benzene), COC1=CC=C(CN(C(C#CC2=CC=CC=C2)=O)C2=CC=CC=C2)C=C1 (3-phenyl-propynoic acid (4-methoxy-benzyl)-phenylamide). Product: ClC1=CC=C(C=C1)\C(\C1=CC=CC=C1)=C/1\C(N(C2=CC=CC=C12)CC1=CC=C(C=C1)OC)=O (3-[1-(4-Chloro-phenyl)-1-phenyl-meth-(E)-ylidene]-1-(4-methoxy-benzyl)-1,3-dihydro-indol-2-one). RXN SMILES: [Cl:1][C:2]1[CH:7]=[CH:6][C:5](I)=[CH:4][CH:3]=1.[CH3:9][O:10][C:11]1[CH:34]=[CH:33][C:14]([CH2:15][N:16]([C:27]2[CH:32]=[CH:31][CH:30]=[CH:29][CH:28]=2)[C:17](=[O:26])[C:18]#[C:19][C:20]2[CH:25]=[CH:24][CH:23]=[CH:22][CH:21]=2)=[CH:13][CH:12]=1>>[Cl:1][C:2]1[CH:7]=[CH:6][C:5](/[C:19](=[C:18]2/[C:17](=[O:26])[N:16]([CH2:15][C:14]3[CH:13]=[CH:12][C:11]([O:10][CH3:9])=[CH:34][CH:33]=3)[C:27]3[C:32]/2=[CH:31][CH:30]=[CH:29][CH:28]=3)/[C:20]2[CH:25]=[CH:24][CH:23]=[CH:22][CH:21]=2)=[CH:4][CH:3]=1. Procedure details: The title compound was prepared in analogy to Example 5 starting from 1-chloro-4-iodo-benzene (commercially available) and 3-phenyl-propynoic acid (4-methoxy-benzyl)-phenylamide. 1H NMR (300 Hz, CDCl3): δppm 3.77 (s, 3H), 4.88 (s, 2H), 6.53 (d, 1H), 6.67-6.71 (m, 2H), 6.80 (dd, 1H), 6.85-6.90 (m, 2H), 7.07 (t, 1H), 7.19-7.43 (m, 10H). Reactants: CCCC[Sn](Cl)(CCCC)CCCC, C1CCOC1, CCOC(C)=O, O=C(NCC(=O)c1ncn2ccsc12)OCc1ccc([N+](=O)[O-])cc1. RXN SMILES: [CH2:26]([CH2:27][CH2:28][CH3:29])[Sn:30]([CH2:31][CH2:32][CH2:33][CH3:34])([CH2:35][CH2:36][CH2:37][CH3:38])[Cl:39].[CH2:46]1[O:47][CH2:48][CH2:49][CH2:50]1.[CH3:40][CH2:41][O:42][C:43](=[O:44])[CH3:45].[N+:1](=[O:2])([O-:3])[c:4]1[cH:5][cH:6][c:7]([CH2:8][O:9][C:10](=[O:11])[NH:12][CH2:13][C:14](=[O:15])[c:16]2[n:17][cH:18][n:19]3[c:20]2[s:21][cH:22][cH:23]3)[cH:24][cH:25]1>>[N+:1](=[O:2])([O-:3])[c:4]1[cH:5][cH:6][c:7]([CH2:8][O:9][C:10](=[O:11])[NH:12][CH2:13][C:14](=[O:15])[c:16]2[n:17][cH:18][n:19]3[c:20]2[s:21][c:22]([Sn:30]([CH2:26][CH2:27][CH2:28][CH3:29])([CH2:31][CH2:32][CH2:33][CH3:34])[CH2:35][CH2:36][CH2:37][CH3:38])[cH:23]3)[cH:24][cH:25]1. Product: CCCC[Sn](CCCC)(CCCC)c1cn2cnc(C(=O)CNC(=O)OCc3ccc([N+](=O)[O-])cc3)c2s1.